From a dataset of the Open Reaction Database (ORD), a public repository of structured organic reaction records. describe an organic reaction: reactants, conditions, products, and yield The reactants are NC1=CC=C2C=CC=C(C2=C1)N1CCN(CC1)C (7-Amino-1-(4-methyl-1-piperazinyl)-naphthalene), ClC(=O)OCC1=CC=CC=C1 (benzyl chloroformate), C([O-])([O-])=O.[K+].[K+] (potassium carbonate), O (water), ClC(=O)OCC1=CC=CC=C1 (Benzyl chloroformate). Solvent: C(Cl)Cl (methylene chloride), C(Cl)Cl (methylene chloride). Conditions: time 8 hour. The product is C(C1=CC=CC=C1)OC(=O)NC1=CC=C2C=CC=C(C2=C1)N1CCN(CC1)C (7-(Benzyloxycarbonylamino)-1-(4-methyl-1-piperazinyl)-naphthalene). Yield: 82.8%. Reaction SMILES: [NH2:1][C:2]1[CH:11]=[C:10]2[C:5]([CH:6]=[CH:7][CH:8]=[C:9]2[N:12]2[CH2:17][CH2:16][N:15]([CH3:18])[CH2:14][CH2:13]2)=[CH:4][CH:3]=1.Cl[C:20]([O:22][CH2:23][C:24]1[CH:29]=[CH:28][CH:27]=[CH:26][CH:25]=1)=[O:21].C(=O)([O-])[O-].[K+].[K+].O>C(Cl)Cl>[CH2:23]([O:22][C:20]([NH:1][C:2]1[CH:11]=[C:10]2[C:5]([CH:6]=[CH:7][CH:8]=[C:9]2[N:12]2[CH2:17][CH2:16][N:15]([CH3:18])[CH2:14][CH2:13]2)=[CH:4][CH:3]=1)=[O:21])[C:24]1[CH:29]=[CH:28][CH:27]=[CH:26][CH:25]=1 |f:2.3.4|. Procedure details: 7-Amino-1-(4-methyl-1-piperazinyl)-naphthalene (0.225 g, 0.933 mmol), benzyl chloroformate (0.147 mL, 1.03 mmol), and potassium carbonate (0.142 g, 1.03 mmol) were combined in a two phase mixture of methylene chloride (10 mL) and water (3 mL) and the mixture was stirred at room temperature overnight. Benzyl chloroformate (0.147 mL, 1.03 mmol) was added and the reaction was stirred 5 hours more. The reaction was diluted with methylene chloride and the phases were separated. The organic layer was ... Starting materials: O=C(C(=O)OCC)C1=CC=CC=C1 (ethyl 2-oxo-2-phenylacetate), C\C(=C/CO)\CCC=C(C)C ((E)-3,7-dimethyl-2,6-octadienol), O([Na])C (NaOCH3). Solvent: C1CCCCC1 (cyclohexane), CCOCC (ether). Yields the product O=C(C(=O)OC\C=C(\CCC=C(C)C)/C)C1=CC=CC=C1 ((E)-3,7-dimethyl-2,6-octadienyl 2-oxo-2-phenylacetate). RXN SMILES: [O:1]=[C:2]([C:8]1[CH:13]=[CH:12][CH:11]=[CH:10][CH:9]=1)[C:3]([O:5][CH2:6][CH3:7])=[O:4].[CH3:14]/[C:15](/[CH2:19][CH2:20][CH:21]=[C:22](C)[CH3:23])=[CH:16]\CO.O(C)[Na]>C1CCCCC1.CCOCC>[O:1]=[C:2]([C:8]1[CH:13]=[CH:12][CH:11]=[CH:10][CH:9]=1)[C:3]([O:5][CH2:6]/[CH:7]=[C:22](\[CH3:23])/[CH2:21][CH2:20][CH:19]=[C:15]([CH3:16])[CH3:14])=[O:4]. Reported procedure: A solution of ethyl 2-oxo-2-phenylacetate (17.6 g, 99 mmol), (E)-3,7-dimethyl-2,6-octadienol (18.5 g, 120 mmol) and NaOCH3 (30% in methanol, 1.5 ml) in cyclohexane (170 ml) was heated under reflux for 72 h. After cooling to room temperature the reaction mixture was taken up in ether, washed with water (pH≈7), dried (Na2SO4), filtered and concentrated. Column chromatography (SiO2, heptane/ether 8:2) afforded 14.5 g (52%) of a slightly yellow oil. Starting materials: N1C(=O)C(=O)C2=CC=CC=C12 (isatine), C12(CC3CC(CC(C1)C3)C2)C(=O)NN (adamantanecarbohydrazide). Yields the product C(CCCCC)N1C(\C(\C2=CC=CC=C12)=N/NC(=O)C12CC3CC(CC(C1)C3)C2)=O (N′-[(3Z)-1-hexyl-2-oxo-1,2-dihydro-3H-indol-3-ylidene]adamantane-1-carbohydrazide). The yield is 59.0%. As a reaction SMILES: [NH:1]1[C:11]2[C:6](=[CH:7][CH:8]=[CH:9][CH:10]=2)[C:4](=O)[C:2]1=[O:3].[C:12]12([C:22]([NH:24][NH2:25])=[O:23])[CH2:21][CH:16]3[CH2:17][CH:18]([CH2:20][CH:14]([CH2:15]3)[CH2:13]1)[CH2:19]2>>[CH2:2]([N:1]1[C:11]2[C:6](=[CH:7][CH:8]=[CH:9][CH:10]=2)/[C:4](=[N:25]/[NH:24][C:22]([C:12]23[CH2:21][CH:16]4[CH2:15][CH:14]([CH2:20][CH:18]([CH2:17]4)[CH2:19]2)[CH2:13]3)=[O:23])/[C:2]1=[O:3])[CH2:4][CH2:6][CH2:7][CH2:8][CH3:9]. Procedure: The title compound was prepared as a yellow solid, using isatin 3 and adamantanecarbohydrazide according to the synthetic method E. The resulting solid was washed with ethanol. Yield: 59%. 1H NMR (DMSO-d6): δ 0.85 (t, J=6.9 Hz, 3H), 1.27 (m, 6H), 1.60-1.65 (m, 2H), 1.72 (s, 6H), 1.91 (s, 6H), 2.05 (s, 3H), 3.75 (t, J=7.2 Hz, 2H), 7.16 (t, J=7.5 Hz, 1H), 7.21 (d, J=7.8 Hz, 1H), 7.46 (t, J=7.8 Hz, 1H), 7.59 (d, J=7.5 Hz, 1H), 13.28 (br s, 1H). 13C NMR (DMSO-d6): δ 14.32 (CH3), 22.44 (CH2), 26.38 (...